From a dataset of the Open Reaction Database (ORD), a public repository of structured organic reaction records. describe an organic reaction: reactants, conditions, products, and yield Reactants: COC(=O)c1cc(S(=O)(=O)c2cc(Br)c3nc[nH]c3c2)c(SC)s1, CI, CN(C)C=O, [K+], [K+], O=C([O-])[O-]. The product is COC(=O)c1cc(S(=O)(=O)c2cc(Br)c3ncn(C)c3c2)c(SC)s1. RXN SMILES: [CH3:1][O:2][C:3](=[O:4])[c:5]1[s:6][c:7]([S:23][CH3:24])[c:8]([S:10](=[O:11])(=[O:12])[c:13]2[cH:14][c:15]3[c:16]([n:17][cH:18][nH:19]3)[c:20]([Br:22])[cH:21]2)[cH:9]1.[CH3:25][I:26].[CH3:33][N:34]([CH3:35])[CH:36]=[O:37].[K+:27].[K+:28].[O-:29][C:30]([O-:31])=[O:32]>>[CH3:1][O:2][C:3](=[O:4])[c:5]1[s:6][c:7]([S:23][CH3:24])[c:8]([S:10](=[O:11])(=[O:12])[c:13]2[cH:14][c:15]3[c:16]([n:17][cH:18][n:19]3[CH3:30])[c:20]([Br:22])[cH:21]2)[cH:9]1. Starting materials: NC=1C(=C(C=CC1)CC[C@@H]([C@H](C)O[Si](C)(C)C(C)(C)C)O)O ((3S,4S)-1-(3-amino-2-hydroxyphenyl)-4-(tert-butyldimethylsilyloxy)pentan-3-ol), ClC1=CC=C(C=O)C=C1 (4-chlorobenzaldehyde). The reagents and catalysts are C(C)(=O)[O-].C(C)(=O)[O-].C(C)(=O)[O-].[Mn+3] (manganese triacetate). Solvent: C1(=CC=CC=C1)C (toluene). The product is [Si](C)(C)(C(C)(C)C)O[C@H]([C@H](CCC1=CC=CC=2N=C(OC21)C2=CC=C(C=C2)Cl)O)C ((3S,4S)-4-(tert-butyldimethylsilyloxy)-1-[2-(4-chlorophenyl)-7-benzoxazolyl]pentan-3-ol). The yield is 76.3%. Reaction SMILES: [NH2:1][C:2]1[C:3]([OH:22])=[C:4]([CH2:8][CH2:9][C@H:10]([OH:21])[C@@H:11]([O:13][Si:14]([C:17]([CH3:20])([CH3:19])[CH3:18])([CH3:16])[CH3:15])[CH3:12])[CH:5]=[CH:6][CH:7]=1.[Cl:23][C:24]1[CH:31]=[CH:30][C:27]([CH:28]=O)=[CH:26][CH:25]=1>C1(C)C=CC=CC=1.C([O-])(=O)C.C([O-])(=O)C.C([O-])(=O)C.[Mn+3]>[Si:14]([O:13][C@@H:11]([CH3:12])[C@@H:10]([OH:21])[CH2:9][CH2:8][C:4]1[C:3]2[O:22][C:28]([C:27]3[CH:30]=[CH:31][C:24]([Cl:23])=[CH:25][CH:26]=3)=[N:1][C:2]=2[CH:7]=[CH:6][CH:5]=1)([C:17]([CH3:18])([CH3:20])[CH3:19])([CH3:16])[CH3:15] |f:3.4.5.6|. Procedure: A mixture of (3S,4S)-1-(3-amino-2-hydroxyphenyl)-4-(tert-butyldimethylsilyloxy)pentan-3-ol (P0016; 445 mg) and 4-chlorobenzaldehyde (192 mg) in toluene (15 ml) was refluxed for 2 hours. And then to the resulting mixture of the Schiffs base was added manganese triacetate (733 mg) and the reaction mixture was refluxed for 1 hour. The precipitated manganese diacetate was then separated by filtration and the solvent was removed under reduced pressure. The crude product was purified by silica gel (26... Reactants: ClC=1C2=C(N=CN1)NC(=C2)C2=CC=CC=C2 (4-chloro-6-phenyl-7H-pyrrolo[2,3-d]pyrimidine), ClC=1C=C(N)C=CC1 (3-chloro-aniline). Solvent: C(CCC)O (n-butanol), CN1CCCN(C1=O)C (DMPU). Run at time 2 hour. The product is ClC=1C=C(NC=2C3=C(N=CN2)NC(=C3)C3=CC=CC=C3)C=CC1 (4-(3-Chloro-anilino)-6-phenyl-7H-pyrrolo[2,3-d]pyrimidine). Reaction SMILES: Cl[C:2]1[C:3]2[CH:10]=[C:9]([C:11]3[CH:16]=[CH:15][CH:14]=[CH:13][CH:12]=3)[NH:8][C:4]=2[N:5]=[CH:6][N:7]=1.[Cl:17][C:18]1[CH:19]=[C:20]([CH:22]=[CH:23][CH:24]=1)[NH2:21]>C(O)CCC.CN1C(=O)N(C)CCC1>[Cl:17][C:18]1[CH:19]=[C:20]([CH:22]=[CH:23][CH:24]=1)[NH:21][C:2]1[C:3]2[CH:10]=[C:9]([C:11]3[CH:16]=[CH:15][CH:14]=[CH:13][CH:12]=3)[NH:8][C:4]=2[N:5]=[CH:6][N:7]=1. Procedure: A suspension of 1.251 g (5.45 mmol) of 4-chloro-6-phenyl-7H-pyrrolo[2,3-d]pyrimidine and 1.15 ml (10.9 mmol) of 3-chloro-aniline in 20 ml of n-butanol and 0.5 ml of DMPU is heated at boiling for 2 hours. The reaction mixture is cooled and filtered. Stirring of the residue in hot THF/methanol yields the title compound; m.p. 285-286° C.; FAB-MS: (M+H)+ =321. Reactants: ClC1=CC=C(C=C1)N(C(C)=O)[C@@H]1C[C@@H](N(C2=CC=CC=C12)C(C1=CC(=C(C=C1)OC)F)=O)C (N-(4-chlorophenyl)-N-[(2S,4R)-1-(3-fluoro-4-methoxybenzoyl)-2-methyl-1,2,3,4-tetrahydro-quinolin-4-yl]acetamide), B(Br)(Br)Br (BBr3). The solvent is ClCCl (dichloromethane). Product: ClC1=CC=C(C=C1)N(C(C)=O)[C@@H]1C[C@@H](N(C2=CC=CC=C12)C(C1=CC(=C(C=C1)O)F)=O)C (N-(4-chlorophenyl)-N-[(2S,4R)-1-(3-fluoro-4-hydroxybenzoyl)-2-methyl-1,2,3,4-tetrahydro-quinolin-4-yl]acetamide). As a reaction SMILES: [Cl:1][C:2]1[CH:7]=[CH:6][C:5]([N:8]([C@H:12]2[C:21]3[C:16](=[CH:17][CH:18]=[CH:19][CH:20]=3)[N:15]([C:22](=[O:32])[C:23]3[CH:28]=[CH:27][C:26]([O:29]C)=[C:25]([F:31])[CH:24]=3)[C@@H:14]([CH3:33])[CH2:13]2)[C:9](=[O:11])[CH3:10])=[CH:4][CH:3]=1.B(Br)(Br)Br>ClCCl>[Cl:1][C:2]1[CH:3]=[CH:4][C:5]([N:8]([C@H:12]2[C:21]3[C:16](=[CH:17][CH:18]=[CH:19][CH:20]=3)[N:15]([C:22](=[O:32])[C:23]3[CH:28]=[CH:27][C:26]([OH:29])=[C:25]([F:31])[CH:24]=3)[C@@H:14]([CH3:33])[CH2:13]2)[C:9](=[O:11])[CH3:10])=[CH:6][CH:7]=1. Procedure details: N-(4-chlorophenyl)-N-[(2S,4R)-1-(3-fluoro-4-methoxybenzoyl)-2-methyl-1,2,3,4-tetrahydro-quinolin-4-yl]acetamide was dissolved in dichloromethane and a solution of BBr3 (1.0 M in dichloromethane, 10 mL) was added; the reaction was allowed to stir at room temperature for until no starting material remained. The reaction was washed with sat. NaHCO3 and brine. The organic layer were dried over MgSO4, filtered and concentrated down. The residue was purified by flash chromatography using hexanes-ethyl... Reactants: CN1C(=CC2=CC=CC=C12)C(=O)O (1-methylindole-2-carboxylic acid), CN1CCOCC1 (N-methylmorpholine), [NH4+].[OH-] (NH4OH), ClC(=O)OCC(C)C (isobutyl chloroformate). Run in C1CCOC1 (THF). Reaction conditions: time 30 minute. The product is CN1C(=CC2=CC=CC=C12)C(=O)N (1-Methylindole-2-carboxamide). Yield: 49.6%. As a reaction SMILES: [CH3:1][N:2]1[C:10]2[C:5](=[CH:6][CH:7]=[CH:8][CH:9]=2)[CH:4]=[C:3]1[C:11]([OH:13])=O.C[N:15]1CCOCC1.ClC(OCC(C)C)=O.[NH4+].[OH-]>C1COCC1>[CH3:1][N:2]1[C:10]2[C:5](=[CH:6][CH:7]=[CH:8][CH:9]=2)[CH:4]=[C:3]1[C:11]([NH2:15])=[O:13] |f:3.4|. Reported procedure: To a solution of 1-methylindole-2-carboxylic acid (5.0 g, 28.5 mmole) in THF (100 mL) at 0° C. was added N-methylmorpholine (3.5 mL, 31.8 mmole) followed by isobutyl chloroformate (4.0 mL, 30.8 mmole) dropwise over 5 minutes. A thick slurry formed quickly. The mixture was stirred for 30 min, then conc. NH4OH (4.0 mL. 58 mmole) was added in one portion with vigorous stirring, and the cooling bath was removed. The reaction was stirred at RT for 4 hr then was concentrated to dryness. The residue wa...